Dataset: the Open Reaction Database (ORD), a public repository of structured organic reaction records. Task: describe an organic reaction: reactants, conditions, products, and yield Reactants: Brc1ccc2c(c1)OC(c1ccccc1)(c1ccccc1)O2, CN(C)C=O, CCCCCC, CCOC(C)=O, [Li]CCCC, C1CCOC1, O=P(O)(O)O. The product is O=Cc1ccc2c(c1)OC(c1ccccc1)(c1ccccc1)O2. RXN SMILES: [Br:1][c:2]1[cH:3][c:4]2[c:5]([cH:21][cH:22]1)[O:6][C:7]([c:9]1[cH:10][cH:11][cH:12][cH:13][cH:14]1)([c:15]1[cH:16][cH:17][cH:18][cH:19][cH:20]1)[O:8]2.[CH3:28][N:29]([CH:30]=[O:31])[CH3:32].[CH3:43][CH2:44][CH2:45][CH2:46][CH2:47][CH3:48].[CH3:49][CH2:50][O:51][C:52](=[O:53])[CH3:54].[Li:23][CH2:24][CH2:25][CH2:26][CH3:27].[O:38]1[CH2:39][CH2:40][CH2:41][CH2:42]1.[P:33](=[O:34])([OH:35])([OH:36])[OH:37]>>[c:2]1([CH:30]=[O:31])[cH:3][c:4]2[c:5]([cH:21][cH:22]1)[O:6][C:7]([c:9]1[cH:10][cH:11][cH:12][cH:13][cH:14]1)([c:15]1[cH:16][cH:17][cH:18][cH:19][cH:20]1)[O:8]2.